From a dataset of the Open Reaction Database (ORD), a public repository of structured organic reaction records. describe an organic reaction: reactants, conditions, products, and yield Reactants: O=C1CCC(=O)N1Br, ClCCl, CCOC(C)=O, CCN(C(C)C)C(C)C, CC(C)n1cc(C(=O)O)c2ccc(Cl)cc21, Nc1ncc(Cl)s1, Cl, O, c1ccc(P(c2ccccc2)c2ccccc2)cc1. The product is CC(C)n1cc(C(=O)Nc2ncc(Cl)s2)c2ccc(Cl)cc21. RXN SMILES: [Br:20][N:21]1[C:22](=[O:23])[CH2:24][CH2:25][C:26]1=[O:27].[CH2:61]([Cl:62])[Cl:63].[CH3:65][CH2:66][O:67][C:68](=[O:69])[CH3:70].[CH:51]([N:52]([CH2:53][CH3:54])[CH:55]([CH3:56])[CH3:57])([CH3:58])[CH3:59].[Cl:28][c:29]1[cH:30][cH:31][c:32]2[c:33]([C:41](=[O:42])[OH:43])[cH:34][n:35]([CH:38]([CH3:39])[CH3:40])[c:36]2[cH:37]1.[Cl:44][c:45]1[cH:46][n:47][c:48]([NH2:50])[s:49]1.[ClH:60].[OH2:64].[c:1]1([P:2]([c:3]2[cH:4][cH:5][cH:6][cH:7][cH:8]2)[c:9]2[cH:10][cH:11][cH:12][cH:13][cH:14]2)[cH:15][cH:16][cH:17][cH:18][cH:19]1>>[Cl:28][c:29]1[cH:30][cH:31][c:32]2[c:33]([C:41](=[O:43])[NH:50][c:48]3[n:47][cH:46][c:45]([Cl:44])[s:49]3)[cH:34][n:35]([CH:38]([CH3:39])[CH3:40])[c:36]2[cH:37]1.